Dataset: the Open Reaction Database (ORD), a public repository of structured organic reaction records. Task: describe an organic reaction: reactants, conditions, products, and yield Reactants: C(C)NC(NC=1SC(=C(N1)C)C=1C=CC(=C(C1)S(=O)(=O)Cl)OC)=O (5-[2-(3-Ethyl-ureido)-4-methyl-thiazol-5-yl]-2-methoxy benzenesulfonylchloride), C(=O)([O-])[O-].[Na+].[Na+] (Na2CO3), O (water), C(O)CN (ethanolamine). Solvent: O1CCOCC1 (dioxane), C(C)OC(C)=O (ethylacetate), C(Cl)Cl.CO (DCM methanol). Run at time 2 hour. Product: C(C)NC(NC=1SC(=C(N1)C)C=1C=CC(=C(C1)S(=O)(=O)NCCO)OC)=O (5-[2-(3-ethyl-ureido)-4-methyl-thiazol-5-yl]-N-(2-hydroxy-ethyl)-2-methoxy-benzenesulfonamide). As a reaction SMILES: [CH2:1]([NH:3][C:4](=[O:24])[NH:5][C:6]1[S:7][C:8]([C:12]2[CH:13]=[CH:14][C:15]([O:22][CH3:23])=[C:16]([S:18](Cl)(=[O:20])=[O:19])[CH:17]=2)=[C:9]([CH3:11])[N:10]=1)[CH3:2].C([O-])([O-])=O.[Na+].[Na+].[CH2:31]([CH2:33][NH2:34])[OH:32].O>O1CCOCC1.C(Cl)Cl.CO.C(OC(=O)C)C>[CH2:1]([NH:3][C:4](=[O:24])[NH:5][C:6]1[S:7][C:8]([C:12]2[CH:13]=[CH:14][C:15]([O:22][CH3:23])=[C:16]([S:18]([NH:34][CH2:33][CH2:31][OH:32])(=[O:20])=[O:19])[CH:17]=2)=[C:9]([CH3:11])[N:10]=1)[CH3:2] |f:1.2.3,7.8|. Reported procedure: To 5-[2-(3-Ethyl-ureido)-4-methyl-thiazol-5-yl]-2-methoxy benzenesulfonylchloride (Example 28d) (0.2 g, 0.514 mmol) in dioxane (10 ml) is added 2M Na2CO3 (0.515 ml) followed by ethanolamine (0.031 ml, 0.514 mmol). After 2 hours at room temperature, the reaction mixture is poured into water (150 ml)/ethylacetate (50 ml) and sonicated. The layers are separated then the aqueous layer is extracted with ethyl acetate (3×50 ml). The combined organic layers are dried over MgSO4, filtered and concentrat... Reactants: CCCCCCCCCCCCCCCCCC(=O)OCC(COC(=O)CCCCCCCCCCCCCCCCC)OC(=O)CCCCCCCCCCCCCCCCC (stearin), CCCCCCCCCCCCCCCCCC(=O)OCC(COC(=O)CCCCCCCCCCCCCCCCC)OC(=O)CCCCCCCCCCCCCCCCC (stearin), CCCCCCCCCCCCCCCCCC(=O)OCC(COC(=O)CCCCCCCCCCCCCCCCC)OC(=O)CCCCCCCCCCCCCCCCC (stearin). The solvent is CC(=O)C (acetone). Yields the product C(CCCCCCCCCCC\C=C/CCCCCCCC)(=O)O (erucic acid), C(CCCCCCC\C=C/CCCCCCCC)(=O)O (oleic acid). Yield: 30.0%. RXN SMILES: [CH3:1][CH2:2][CH2:3][CH2:4][CH2:5][CH2:6][CH2:7][CH2:8][CH2:9][CH2:10][CH2:11][CH2:12][CH2:13][CH2:14][CH2:15][CH2:16][CH2:17][C:18]([O:20]CC([O:44][C:45]([CH2:47][CH2:48][CH2:49][CH2:50][CH2:51][CH2:52][CH2:53][CH2:54][CH2:55][CH2:56][CH2:57][CH2:58][CH2:59][CH2:60][CH2:61][CH2:62][CH3:63])=[O:46])COC(CCCCCCCCCCCCCCCCC)=O)=[O:19]>CC(C)=O>[C:45]([OH:44])(=[O:46])[CH2:47][CH2:48][CH2:49][CH2:50][CH2:51][CH2:52][CH2:53][CH2:54][CH2:55][CH2:56][CH2:57]/[CH:58]=[CH:59]\[CH2:60][CH2:61][CH2:62][CH2:63][CH2:1][CH2:2][CH2:3][CH3:4].[C:18]([OH:20])(=[O:19])[CH2:17][CH2:16][CH2:15][CH2:14][CH2:13][CH2:12][CH2:11]/[CH:10]=[CH:9]\[CH2:8][CH2:7][CH2:6][CH2:5][CH2:4][CH2:3][CH2:2][CH3:1]. Procedure: A spread was prepared in a manner similar as described in Example I, except that the mixture to be interesterified comprised 57 parts of the palm oil stearin and 43 parts of the palmkernel stearin. The margarine fat blend comprised 8% of the stearin fraction obtained from fractionation in acetone of the randomly interesterified mixture, 62% low erucic acid rapeseed oil and 30% of a high oleic acid residue containing variety of linseed oil. A very good product was obtained.